This data is from the Open Reaction Database (ORD), a public repository of structured organic reaction records. The task is: describe an organic reaction: reactants, conditions, products, and yield Starting materials: [Li]CCCC, CCCCCC, CSc1ccc(C=O)cc1, C1CCOC1, O=S(=O)(c1ccccc1)n1ccc2cc(F)cnc21. The product is CSc1ccc(C(O)c2cc3cc(F)cnc3n2S(=O)(=O)c2ccccc2)cc1. As a reaction SMILES: [CH2:20]([Li:21])[CH2:22][CH2:23][CH3:24].[CH3:25][CH2:26][CH2:27][CH2:28][CH2:29][CH3:30].[CH3:31][S:32][c:33]1[cH:34][cH:35][c:36]([CH:37]=[O:38])[cH:39][cH:40]1.[O:41]1[CH2:42][CH2:43][CH2:44][CH2:45]1.[c:1]1([S:7](=[O:8])(=[O:9])[n:10]2[cH:11][cH:12][c:13]3[c:14]2[n:15][cH:16][c:17]([F:19])[cH:18]3)[cH:2][cH:3][cH:4][cH:5][cH:6]1>>[c:1]1([S:7](=[O:8])(=[O:9])[n:10]2[c:11]([CH:37]([c:36]3[cH:35][cH:34][c:33]([S:32][CH3:31])[cH:40][cH:39]3)[OH:38])[cH:12][c:13]3[c:14]2[n:15][cH:16][c:17]([F:19])[cH:18]3)[cH:2][cH:3][cH:4][cH:5][cH:6]1.